Task: describe an organic reaction: reactants, conditions, products, and yield. Dataset: the Open Reaction Database (ORD), a public repository of structured organic reaction records Reactants: O1[C@@]23[C@H]([C@H]4[C@@H]5CC[C@H](CC)[C@]5(CC[C@@H]4[C@]4(CCC(C1=C24)=O)C)C)O3 (6α,7α-diepoxypregn-4-en-3-one), C1(=CC=C(C=C1)S(=O)(=O)[O-])C.[NH+]1=CC=CC=C1 (pyridinium p-toluenesulfonate), CC(=O)C (acetone). Product: O1[C@@]23[C@H]([C@H]4[C@@H]5CC[C@H](C(C)C=O)[C@]5(CC[C@@H]4[C@]4(CCC(C1=C24)=O)C)C)O3 (6α,7α-diepoxy-3-oxopregn-4-ene-20-carbaldehyde). Yield: 55.0%. Reaction SMILES: [O:1]1[C:19]2=[C:20]3[C@:15]([CH3:22])([CH2:16][CH2:17][C:18]2=[O:21])[C@@H:14]2[C@H:4]([C@H:5]4[C@:11]([CH3:23])([CH2:12][CH2:13]2)[C@@H:8]([CH2:9][CH3:10])[CH2:7][CH2:6]4)[C@@H:3]2[O:24][C@:2]123.C1(C)C=CC(S([O-])(=O)=O)=CC=1.[NH+]1C=CC=CC=1.C[C:43](C)=[O:44]>>[O:1]1[C:19]2=[C:20]3[C@:15]([CH3:22])([CH2:16][CH2:17][C:18]2=[O:21])[C@@H:14]2[C@H:4]([C@H:5]4[C@:11]([CH3:23])([CH2:12][CH2:13]2)[C@@H:8]([CH:9]([CH:43]=[O:44])[CH3:10])[CH2:7][CH2:6]4)[C@@H:3]2[O:24][C@:2]123 |f:1.2|. Procedure: In 10 ml of acetone was dissolved 44.2 mg (0.1 mmole) of 20-(5,5-dimethyl-1,3-dioxan-2-yl)-1α,2α;6α,7α-diepoxypregn-4-en-3-one, followed by addition of 5 mg (0.02 mmole) of pyridinium p-toluenesulfonate. The mixture was refluxed for 2 hours. The reaction mixture thus obtained was cooled to room temperature and the solvent was distilled off under reduced pressure. The residue was diluted with methylene chloride and this methylene chloride solution was washed successively with saturated aqueous so...